Dataset: the Open Reaction Database (ORD), a public repository of structured organic reaction records. Task: describe an organic reaction: reactants, conditions, products, and yield Starting materials: CC(C)(C)OC(=O)C(C)(C)Sc1nc(CCOc2ccc(NC(=O)c3ccccc3)cc2)cs1, CI, CC(C)(C)[O-], CN(C)C=O, [K+], O. The product is CN(C(=O)c1ccccc1)c1ccc(OCCc2csc(SC(C)(C)C(=O)OC(C)(C)C)n2)cc1. Reaction SMILES: [C:1]([CH3:2])([CH3:3])([CH3:4])[O:5][C:6]([C:7]([CH3:8])([CH3:9])[S:10][c:11]1[s:12][cH:13][c:14]([CH2:16][CH2:17][O:18][c:19]2[cH:20][cH:21][c:22]([NH:25][C:26]([c:27]3[cH:28][cH:29][cH:30][cH:31][cH:32]3)=[O:33])[cH:23][cH:24]2)[n:15]1)=[O:34].[CH3:35][I:36].[CH3:37][C:38]([CH3:39])([O-:40])[CH3:41].[CH3:44][N:45]([CH3:46])[CH:47]=[O:48].[K+:42].[OH2:43]>>[C:1]([CH3:2])([CH3:3])([CH3:4])[O:5][C:6]([C:7]([CH3:8])([CH3:9])[S:10][c:11]1[s:12][cH:13][c:14]([CH2:16][CH2:17][O:18][c:19]2[cH:20][cH:21][c:22]([N:25]([C:26]([c:27]3[cH:28][cH:29][cH:30][cH:31][cH:32]3)=[O:33])[CH3:37])[cH:23][cH:24]2)[n:15]1)=[O:34]. Starting materials: CCCCCCCCCCCCCC(=O)Cl, CCN(CC)CCN, ClC(Cl)Cl. The product is CCCCCCCCCCCCCC(=O)NCCN(CC)CC. As a reaction SMILES: [C:9]([CH2:10][CH2:11][CH2:12][CH2:13][CH2:14][CH2:15][CH2:16][CH2:17][CH2:18][CH2:19][CH2:20][CH2:21][CH3:22])(=[O:23])[Cl:24].[CH2:1]([CH3:2])[N:3]([CH2:4][CH2:5][NH2:6])[CH2:7][CH3:8].[CH:25]([Cl:26])([Cl:27])[Cl:28]>>[CH2:1]([CH3:2])[N:3]([CH2:4][CH2:5][NH:6][C:9]([CH2:10][CH2:11][CH2:12][CH2:13][CH2:14][CH2:15][CH2:16][CH2:17][CH2:18][CH2:19][CH2:20][CH2:21][CH3:22])=[O:23])[CH2:7][CH3:8]. Starting materials: C(CCCCCCC)C1=CC=C(C(=O)Cl)C=C1 (p-n-Octylbenzoic acid chloride), C(CCCCCCC)C1=CC=C(C(=O)O)C=C1 (p-n-octylbenzoic acid), S(=O)(Cl)Cl (thionyl chloride), CC(COC(=O)C1=CC=C(C=C1)C1=CC=C(C=C1)O)CC (4-hydroxy-4'-biphenylcarboxylic acid 2-methylbutyl ester). Solvent: C1(=CC=CC=C1)C (toluene), N1=CC=CC=C1 (pyridine). Yields the product CC(COC(=O)C1=CC=C(C=C1)C1=CC=C(C=C1)OC(C1=CC=C(C=C1)CCCCCCCC)=O)CC (p-n-octylbenzoic acid 4'-(2-methylbutoxycarbonyl)-4-biphenylyl ester). As a reaction SMILES: C(C1C=CC(C(Cl)=O)=CC=1)CCCCCCC.[CH2:18]([C:26]1[CH:34]=[CH:33][C:29]([C:30]([OH:32])=[O:31])=[CH:28][CH:27]=1)[CH2:19][CH2:20][CH2:21][CH2:22][CH2:23][CH2:24][CH3:25].S(Cl)(Cl)=O.[CH3:39][CH:40]([CH2:58][CH3:59])[CH2:41][O:42][C:43]([C:45]1[CH:50]=[CH:49][C:48]([C:51]2[CH:56]=[CH:55][C:54](O)=[CH:53][CH:52]=2)=[CH:47][CH:46]=1)=[O:44]>C1(C)C=CC=CC=1.N1C=CC=CC=1>[CH3:39][CH:40]([CH2:58][CH3:59])[CH2:41][O:42][C:43]([C:45]1[CH:50]=[CH:49][C:48]([C:51]2[CH:56]=[CH:55][C:54]([O:31][C:30](=[O:32])[C:29]3[CH:28]=[CH:27][C:26]([CH2:18][CH2:19][CH2:20][CH2:21][CH2:22][CH2:23][CH2:24][CH3:25])=[CH:34][CH:33]=3)=[CH:53][CH:52]=2)=[CH:47][CH:46]=1)=[O:44]. Procedure: p-n-Octylbenzoic acid chloride prepared from 7 g of p-n-octylbenzoic acid and excess thionyl chloride was dissolved in toluene, and the solution was admixed with a pyridine solution of 8.3 g of said 4-hydroxy-4'-biphenylcarboxylic acid 2-methylbutyl ester for reaction at 80° C. for 3 hours. The crude product was obtained in the same manner as described in Example 1 and recrystallized twice from ethyl acetate to obtain p-n-octylbenzoic acid 4'-(2-methylbutoxycarbonyl)-4-biphenylyl ester.